The task is: describe an organic reaction: reactants, conditions, products, and yield. This data is from the Open Reaction Database (ORD), a public repository of structured organic reaction records. Starting materials: Brc1cccc2cnccc12, C1CNCCN1, CC(C)(C)[O-], Cc1ccccc1, [Na+], O=C(C=Cc1ccccc1)C=Cc1ccccc1, O=C(C=Cc1ccccc1)C=Cc1ccccc1, O=C(C=Cc1ccccc1)C=Cc1ccccc1, [Pd], [Pd], c1ccc(P(c2ccccc2)c2ccc3ccccc3c2-c2c(P(c3ccccc3)c3ccccc3)ccc3ccccc23)cc1. The product is c1cc(N2CCNCC2)c2ccncc2c1. Reaction SMILES: [Br:1][c:2]1[c:3]2[cH:4][cH:5][n:6][cH:7][c:8]2[cH:9][cH:10][cH:11]1.[CH2:12]1[CH2:13][NH:14][CH2:15][CH2:16][NH:17]1.[CH3:64][C:65]([CH3:66])([O-:67])[CH3:68].[CH3:70][c:71]1[cH:72][cH:73][cH:74][cH:75][cH:76]1.[Na+:69].[O:115]=[C:116]([CH:117]=[CH:118][c:119]1[cH:120][cH:121][cH:122][cH:123][cH:124]1)[CH:125]=[CH:126][c:127]1[cH:128][cH:129][cH:130][cH:131][cH:132]1.[O:79]=[C:80]([CH:81]=[CH:82][c:83]1[cH:84][cH:85][cH:86][cH:87][cH:88]1)[CH:89]=[CH:90][c:91]1[cH:92][cH:93][cH:94][cH:95][cH:96]1.[O:97]=[C:98]([CH:99]=[CH:100][c:101]1[cH:102][cH:103][cH:104][cH:105][cH:106]1)[CH:107]=[CH:108][c:109]1[cH:110][cH:111][cH:112][cH:113][cH:114]1.[Pd:77].[Pd:78].[cH:18]1[cH:19][cH:20][c:21]([P:22]([c:23]2[cH:24][cH:25][c:26]3[c:27]([cH:28][cH:29][cH:30][cH:31]3)[c:32]2-[c:33]2[c:34]3[c:35]([cH:36][cH:37][cH:38][cH:39]3)[cH:40][cH:41][c:42]2[P:43]([c:44]2[cH:45][cH:46][cH:47][cH:48][cH:49]2)[c:50]2[cH:51][cH:52][cH:53][cH:54][cH:55]2)[c:56]2[cH:57][cH:58][cH:59][cH:60][cH:61]2)[cH:62][cH:63]1>>[c:2]1([N:14]2[CH2:13][CH2:12][NH:17][CH2:16][CH2:15]2)[c:3]2[cH:4][cH:5][n:6][cH:7][c:8]2[cH:9][cH:10][cH:11]1. The reactants are SCCC(C)(C)NC(OCC1=CC=CC=C1)=O (benzyl 4-mercapto-2-methylbutan-2-ylcarbamate), IC(C)O (iodoethanol), C([O-])([O-])=O.[Cs+].[Cs+] (cesium carbonate). The solvent is CN(C=O)C (N,N-dimethylformamide). Conditions: temperature 85 celsius. Yields the product OCCSCCC(C)(C)NC(OCC1=CC=CC=C1)=O (Benzyl 4-(2-hydroxyethylthio)-2-methylbutan-2-ylcarbamate). Yield: 27.9%. RXN SMILES: [SH:1][CH2:2][CH2:3][C:4]([NH:7][C:8](=[O:17])[O:9][CH2:10][C:11]1[CH:16]=[CH:15][CH:14]=[CH:13][CH:12]=1)([CH3:6])[CH3:5].I[CH:19]([OH:21])[CH3:20].C(=O)([O-])[O-].[Cs+].[Cs+]>CN(C)C=O>[OH:21][CH2:19][CH2:20][S:1][CH2:2][CH2:3][C:4]([NH:7][C:8](=[O:17])[O:9][CH2:10][C:11]1[CH:16]=[CH:15][CH:14]=[CH:13][CH:12]=1)([CH3:6])[CH3:5] |f:2.3.4|. Procedure details: To a solution of benzyl 4-mercapto-2-methylbutan-2-ylcarbamate (3.30 g, 12.2 mmol) in N,N-dimethylformamide (50 ml) was added iodoethanol (1.4 ml, 18.0 mmol) and cesium carbonate (390 mg, 1.20 mmol). The solution was heated to 85° C. for 16 hours, cooled to room temperature, and concentrated in vacuo. The residue was purified by flash chromatography (30% to 100% ethyl acetate in hexanes) to afford the title compound as a clear oil (1.01 g, 3.40 mmol, 26%). 1H NMR (400 MHz, CDCl3) δ 1.31 (s, 6H),...